From a dataset of the Open Reaction Database (ORD), a public repository of structured organic reaction records. describe an organic reaction: reactants, conditions, products, and yield The reactants are C(C)(C)(C)OC(CC(CO)N1CCN(CCC1=O)C(\C=C\C1=CC(=CC=C1)Cl)=O)=O (3-{4-[(E)-3-(3-chloro-phenyl)-acryloyl]-7-oxo-[1,4]diazepan-1-yl}-4-hydroxy-butyric acid tert-butyl ester), IC (iodomethane), OS(=O)(=O)[O-].[K+] (KHSO4), [H-].[Na+] (NaH). The solvent is CN(C)C=O (DMF). Yields the product C(C)(C)(C)OC(CC(COC)N1CCN(CCC1=O)C(\C=C\C1=CC(=CC=C1)Cl)=O)=O (3-{4-[(E)-3-(3-Chloro-phenyl)-acryloyl]-7-oxo-[1,4]diazepan-1-yl}-4-methoxy-butyric acid tert-butyl ester). Isolated yield 61.0%. RXN SMILES: [C:1]([O:5][C:6](=[O:30])[CH2:7][CH:8]([N:11]1[C:17](=[O:18])[CH2:16][CH2:15][N:14]([C:19](=[O:29])/[CH:20]=[CH:21]/[C:22]2[CH:27]=[CH:26][CH:25]=[C:24]([Cl:28])[CH:23]=2)[CH2:13][CH2:12]1)[CH2:9][OH:10])([CH3:4])([CH3:3])[CH3:2].I[CH3:32].[H-].[Na+].OS([O-])(=O)=O.[K+]>CN(C=O)C>[C:1]([O:5][C:6](=[O:30])[CH2:7][CH:8]([N:11]1[C:17](=[O:18])[CH2:16][CH2:15][N:14]([C:19](=[O:29])/[CH:20]=[CH:21]/[C:22]2[CH:27]=[CH:26][CH:25]=[C:24]([Cl:28])[CH:23]=2)[CH2:13][CH2:12]1)[CH2:9][O:10][CH3:32])([CH3:4])([CH3:2])[CH3:3] |f:2.3,4.5|. Reported procedure: To a solution of 0.200 g (0.46 mmol) of 3-{4-[(E)-3-(3-chloro-phenyl)-acryloyl]-7-oxo-[1,4]diazepan-1-yl}-4-hydroxy-butyric acid tert-butyl ester in 0.73 ml of DMF was added dropwise 0.142 ml (2.29 mmol) of iodomethane. The solution was treated at 0° C. with 0.024 g (0.55 mmol) of NaH (55% in oil). The reaction was stirred for 3 h at 0° C., neutralized with cold aqueous 10% KHSO4 and extracted with EtOAc (3×). The organic phases were washed with aqueous saturated NaHCO3 and aqueous 10% NaCl, dri... The reactants are BrC=1C(=CC2=C(C=3N(CCO2)C=C(N3)C(=O)N)C1)F (10-bromo-9-fluoro-5,6-dihydrobenzo[f]imidazo[1,2-d][1,4]oxazepine-2-carboxamide), N1N=C(N=C1)C(C)(C#C)O (2-(1H-1,2,4-triazol-3-yl)but-3-yn-2-ol). Product: FC1=CC2=C(C=3N(CCO2)C=C(N3)C(=O)N)C=C1C#CC(C)(C1=NNC=N1)O ((±)-9-fluoro-10-(3-hydroxy-3-(1H-1,2,4-triazol-3-yl)but-1-yn-1-yl)-5,6-dihydrobenzo[f]imidazo[1,2-d][1,4]oxazepine-2-carboxamide). Yield: 20.0%. RXN SMILES: Br[C:2]1[C:3]([F:19])=[CH:4][C:5]2[O:11][CH2:10][CH2:9][N:8]3[CH:12]=[C:13]([C:15]([NH2:17])=[O:16])[N:14]=[C:7]3[C:6]=2[CH:18]=1.[NH:20]1[CH:24]=[N:23][C:22]([C:25]([OH:29])([C:27]#[CH:28])[CH3:26])=[N:21]1>>[F:19][C:3]1[C:2]([C:28]#[C:27][C:25]([OH:29])([C:22]2[N:23]=[CH:24][NH:20][N:21]=2)[CH3:26])=[CH:18][C:6]2[C:7]3[N:8]([CH:12]=[C:13]([C:15]([NH2:17])=[O:16])[N:14]=3)[CH2:9][CH2:10][O:11][C:5]=2[CH:4]=1. Procedure details: Similar to as described in General Procedure G, 10-bromo-9-fluoro-5,6-dihydrobenzo[f]imidazo[1,2-d][1,4]oxazepine-2-carboxamide was reacted with 2-(1H-1,2,4-triazol-3-yl)but-3-yn-2-ol to give the titled compound as an off-white solid (40 mg, 20%). Starting materials: Cc1ccccc1, CC(C)(N)c1ccccc1, CC(C)(C)C(Cl)C(=O)Cl, c1ccncc1. Product: CC(C)(NC(=O)C(Cl)C(C)(C)C)c1ccccc1. As a reaction SMILES: [CH3:1][c:2]1[cH:3][cH:4][cH:5][cH:6][cH:7]1.[CH3:8][C:9]([c:10]1[cH:11][cH:12][cH:13][cH:14][cH:15]1)([CH3:16])[NH2:17].[Cl:18][CH:19]([C:20](=[O:21])[Cl:22])[C:23]([CH3:24])([CH3:25])[CH3:26].[cH:27]1[cH:28][cH:29][n:30][cH:31][cH:32]1>>[CH3:8][C:9]([c:10]1[cH:11][cH:12][cH:13][cH:14][cH:15]1)([CH3:16])[NH:17][C:20]([CH:19]([Cl:18])[C:23]([CH3:24])([CH3:25])[CH3:26])=[O:21]. Starting materials: COC1=C(C=C(C=O)C=C1)[N+](=O)[O-] (4-methoxy-3-nitrobenzaldehyde), [H-].[Na+] (sodium hydride), O1CCCC1 (tetrahydrofuran). Reagents/catalysts: [Br-].C[P+](C1=CC=CC=C1)(C1=CC=CC=C1)C1=CC=CC=C1 (methyltriphenylphosphonium bromide). Solvent: O (water). Product: COC1=C(C=C(C=C1)C=C)[N+](=O)[O-] (1-methoxy-2-nitro-4-vinyl-benzene). As a reaction SMILES: [CH3:1][O:2][C:3]1[CH:10]=[CH:9][C:6]([CH:7]=O)=[CH:5][C:4]=1[N+:11]([O-:13])=[O:12].[H-].[Na+].O1CCC[CH2:17]1>[Br-].C[P+](C1C=CC=CC=1)(C1C=CC=CC=1)C1C=CC=CC=1.O>[CH3:1][O:2][C:3]1[CH:10]=[CH:9][C:6]([CH:7]=[CH2:17])=[CH:5][C:4]=1[N+:11]([O-:13])=[O:12] |f:1.2,4.5|. Procedure details: To a solution of 4-methoxy-3-nitrobenzaldehyde (0.6 g) in tetrahydrofuran (10 mL) was added sodium hydride (50% suspension in mineral oil, 0.5 g) followed by methyltriphenylphosphonium bromide (1.8 g) and the resulting mixture was heated at reflux for 1 hour. The reaction mixture was cooled, diluted with water, extracted with brine, dried over anhydrous sodium sulfate, filtered and evaporated under reduced pressure. The crude residue was purified by flash chromatography (hexane/EtOAc, 90/10) to ... Reactants: C1CCOC1, N, O=C(Cl)c1ccc2ncccc2c1. Product: NC(=O)c1ccc2ncccc2c1. Reaction SMILES: [CH2:15]1[O:16][CH2:17][CH2:18][CH2:19]1.[NH3:14].[n:1]1[cH:2][cH:3][cH:4][c:5]2[cH:6][c:7]([C:11](=[O:12])[Cl:13])[cH:8][cH:9][c:10]12>>[n:1]1[cH:2][cH:3][cH:4][c:5]2[cH:6][c:7]([C:11](=[O:12])[NH2:14])[cH:8][cH:9][c:10]12. Reactants: CS(=O)(=O)C=1C=C2CCNC2=CC1 (5-(methylsulfonyl)indoline), ClC1=CC=C(C=N1)OCC1CCN(CC1)C(=O)OC(C)(C)C (tert-butyl 4-(((6-chloropyridin-3-yl)oxy)methyl)piperidine-1-carboxylate). The product is C(C)(C)(C)OC(=O)N1CCC(CC1)COC=1C=NC(=CC1)N1CCC2=CC(=CC=C12)S(=O)(=O)C (tert-Butyl-4-(((6-(5-(methylsulfonyl)indolin-1-yl)pyridin-3-yl)oxy)-methyl)piperidine-1-carboxylate). As a reaction SMILES: [CH3:1][S:2]([C:5]1[CH:6]=[C:7]2[C:11](=[CH:12][CH:13]=1)[NH:10][CH2:9][CH2:8]2)(=[O:4])=[O:3].Cl[C:15]1[N:20]=[CH:19][C:18]([O:21][CH2:22][CH:23]2[CH2:28][CH2:27][N:26]([C:29]([O:31][C:32]([CH3:35])([CH3:34])[CH3:33])=[O:30])[CH2:25][CH2:24]2)=[CH:17][CH:16]=1>>[C:32]([O:31][C:29]([N:26]1[CH2:27][CH2:28][CH:23]([CH2:22][O:21][C:18]2[CH:19]=[N:20][C:15]([N:10]3[C:11]4[C:7](=[CH:6][C:5]([S:2]([CH3:1])(=[O:4])=[O:3])=[CH:13][CH:12]=4)[CH2:8][CH2:9]3)=[CH:16][CH:17]=2)[CH2:24][CH2:25]1)=[O:30])([CH3:35])([CH3:33])[CH3:34]. Procedure: The title compound was prepared by following the similar procedure as described in Example-1 by using 5-(methylsulfonyl)indoline (intermediate-26) and tert-butyl 4-(((6-chloropyridin-3-yl)oxy)methyl)piperidine-1-carboxylate (intermediate-29).